From a dataset of the Open Reaction Database (ORD), a public repository of structured organic reaction records. describe an organic reaction: reactants, conditions, products, and yield The reactants are OC1=C2C=CNC(=O)C2=CC=C1 (5-hydroxyisocarbostyril), C1C(O1)CO (glycidol). The solvent is [OH-].[Na+] (sodium hydroxide). The product is OC(COC1=C2C=CNC(=O)C2=CC=C1)CO (5-(2,3-dihydroxy)propoxyisocarbostyril). Yield: 85.6%. As a reaction SMILES: [OH:1][C:2]1[CH:12]=[CH:11][CH:10]=[C:9]2[C:3]=1[CH:4]=[CH:5][NH:6][C:7]2=[O:8].[CH2:13]1[O:15][CH:14]1[CH2:16][OH:17]>[OH-].[Na+]>[OH:15][CH:14]([CH2:16][OH:17])[CH2:13][O:1][C:2]1[CH:12]=[CH:11][CH:10]=[C:9]2[C:3]=1[CH:4]=[CH:5][NH:6][C:7]2=[O:8] |f:2.3|. Reported procedure: 16 g of 5-hydroxyisocarbostyril was dissolved in 110 ml of a 1N aqueous sodium hydroxide solution, and 8 g of glycidol was added to the solution. The mixture was then refluxed for 2 hours while stirring. After allowing the mixture to cool, the precipitated crystals were filtered, and recrystallized from water to give 20 g of 5-(2,3-dihydroxy)propoxyisocarbostyril as colorless needle-like crystals having a melting point of 228° - 230° C.